From a dataset of the Open Reaction Database (ORD), a public repository of structured organic reaction records. describe an organic reaction: reactants, conditions, products, and yield The reactants are C1(CC1)NC=C(C(=O)OCC)C(C1=C(C(=C(C(=C1[N+](=O)[O-])F)F)OC(F)F)F)=O (ethyl 3-cyclopropylamino-2-(3-difluoromethoxy-2,4,5-trifluoro-6-nitrobenzoyl)acrylate). Run in C(C)O (ethanol). Product: C1(CC1)NC=C(C(=O)OCC)C(C1=C(C(=C(C(=C1N)F)F)OC(F)F)F)=O (ethyl 3-cyclopropylamino-2-(6-amino-3-difluoromethoxy-2,4,5-trifluorobenzoyl)acrylate). Isolated yield 80.6%. As a reaction SMILES: [CH:1]1([NH:4][CH:5]=[C:6]([C:12](=[O:29])[C:13]2[C:18]([N+:19]([O-])=O)=[C:17]([F:22])[C:16]([F:23])=[C:15]([O:24][CH:25]([F:27])[F:26])[C:14]=2[F:28])[C:7]([O:9][CH2:10][CH3:11])=[O:8])[CH2:3][CH2:2]1>C(O)C>[CH:1]1([NH:4][CH:5]=[C:6]([C:12](=[O:29])[C:13]2[C:18]([NH2:19])=[C:17]([F:22])[C:16]([F:23])=[C:15]([O:24][CH:25]([F:26])[F:27])[C:14]=2[F:28])[C:7]([O:9][CH2:10][CH3:11])=[O:8])[CH2:3][CH2:2]1. Procedure details: 33.63 g (0.079 mole) of ethyl 3-cyclopropylamino-2-(3-difluoromethoxy-2,4,5-trifluoro-6-nitrobenzoyl)acrylate [(XIXa): X=X'=F, R1 =OCHF2, R17 =C2H5 ] were dissolved in 1300 ml of ethanol with heating. A stream of hydrogen was then bubbled through the solution in the presence of 8.4 g of 5% palladium-on-carbon at room temperature for 40 minutes, whilst stirring. At the end of this time, the reaction mixture was filtered, and the filtrate was concentrated by evaporation under reduced pressure. The... The reactants are C(C1=CC=CC=C1)(=O)O[C@@H]1CC2=CC[C@H]3[C@@H]4CC[C@H]([C@@H](CCCC(C)(C)OC(C5=CC=CC=C5)=O)C)[C@]4(CC[C@@H]3[C@]2(CC1)C)C (3β,25-dibenzoyloxycholest- 5-ene), BrN1C(N(C(C1=O)(C)C)Br)=O (dibromo-dimethylhydantoin). Solvent: CCCCCC (hexane). Product: BrC1[C@H]2[C@@H]3CC[C@H]([C@@H](CCCC(C)(C)OC(C4=CC=CC=C4)=O)C)[C@]3(CC[C@@H]2[C@]2(CC[C@@H](CC2=C1)OC(C1=CC=CC=C1)=O)C)C (7-Bromo-3 β,25-dibenzoyloxycholest-5-ene). As a reaction SMILES: [C:1]([O:9][C@H:10]1[CH2:43][CH2:42][C@@:41]2([CH3:44])[C:12](=[CH:13][CH2:14][C@@H:15]3[C@@H:40]2[CH2:39][CH2:38][C@@:37]2([CH3:45])[C@H:16]3[CH2:17][CH2:18][C@@H:19]2[C@H:20]([CH3:36])[CH2:21][CH2:22][CH2:23][C:24]([O:27][C:28](=[O:35])[C:29]2[CH:34]=[CH:33][CH:32]=[CH:31][CH:30]=2)([CH3:26])[CH3:25])[CH2:11]1)(=[O:8])[C:2]1[CH:7]=[CH:6][CH:5]=[CH:4][CH:3]=1.[Br:46]N1C(=O)C(C)(C)N(Br)C1=O>CCCCCC>[Br:46][CH:14]1[CH:13]=[C:12]2[C@:41]([CH3:44])([CH2:42][CH2:43][C@H:10]([O:9][C:1](=[O:8])[C:2]3[CH:7]=[CH:6][CH:5]=[CH:4][CH:3]=3)[CH2:11]2)[C@@H:40]2[C@@H:15]1[C@H:16]1[C@:37]([CH3:45])([CH2:38][CH2:39]2)[C@@H:19]([C@H:20]([CH3:36])[CH2:21][CH2:22][CH2:23][C:24]([O:27][C:28](=[O:35])[C:29]2[CH:30]=[CH:31][CH:32]=[CH:33][CH:34]=2)([CH3:26])[CH3:25])[CH2:18][CH2:17]1. Reported procedure: To a boiling solution of 2.02 gm. of 3β,25-dibenzoyloxycholest- 5-ene (3.3 mmole) in 90 ml. of hexane, and 720 mg. (2.52 mmole) of dibromo-dimethylhydantoin. Reflux for 30 minutes, cool to room temperature, filter and wash with 2 ml. of carbontetrachloride. Concentrate the combined filtrate to dryness to obtain the title product. (2.3 gm.) The reactants are CN(C)C=O, O=C1CCC(=O)N1Cl, Cc1c(Cl)ccc(C(=O)O)c1N, O. Product: Cc1c(N)c(C(=O)O)cc(Cl)c1Cl. As a reaction SMILES: [CH3:13][N:14]([CH3:15])[CH:16]=[O:17].[Cl:18][N:19]1[C:20](=[O:21])[CH2:22][CH2:23][C:24]1=[O:25].[NH2:1][c:2]1[c:3]([C:4](=[O:5])[OH:6])[cH:7][cH:8][c:9]([Cl:12])[c:10]1[CH3:11].[OH2:26]>>[NH2:1][c:2]1[c:3]([C:4](=[O:5])[OH:6])[cH:7][c:8]([Cl:18])[c:9]([Cl:12])[c:10]1[CH3:11].